The task is: describe an organic reaction: reactants, conditions, products, and yield. This data is from the Open Reaction Database (ORD), a public repository of structured organic reaction records. Reactants: CC(C)C[Al+]CC(C)C, CCOC(=O)C=Cc1cn(-c2ccc(C(F)(F)F)cc2)nc1OCc1ccc(OCc2nc(-c3ccccc3)oc2C)c(OC)c1, [H-], [Na+], [Na+], C1CCOC1, O, O, O, O, O, O, O, O, O, O, O=S(=O)([O-])[O-]. The product is COc1cc(COc2nn(-c3ccc(C(F)(F)F)cc3)cc2C=CCO)ccc1OCc1nc(-c2ccccc2)oc1C. Reaction SMILES: [CH2:48]([Al+:49][CH2:50][CH:51]([CH3:52])[CH3:53])[CH:54]([CH3:55])[CH3:56].[CH3:1][O:2][c:3]1[cH:4][c:5]([CH2:6][O:7][c:8]2[n:9][n:10](-[c:20]3[cH:21][cH:22][c:23]([C:26]([F:27])([F:28])[F:29])[cH:24][cH:25]3)[cH:11][c:12]2[CH:13]=[CH:14][C:15](=[O:16])[O:17][CH2:18][CH3:19])[cH:30][cH:31][c:32]1[O:33][CH2:34][c:35]1[n:36][c:37](-[c:41]2[cH:42][cH:43][cH:44][cH:45][cH:46]2)[o:38][c:39]1[CH3:40].[H-:47].[Na+:72].[Na+:73].[O:74]1[CH2:75][CH2:76][CH2:77][CH2:78]1.[OH2:57].[OH2:58].[OH2:59].[OH2:60].[OH2:61].[OH2:62].[OH2:63].[OH2:64].[OH2:65].[OH2:66].[S:67]([O-:68])([O-:69])(=[O:70])=[O:71]>>[CH3:1][O:2][c:3]1[cH:4][c:5]([CH2:6][O:7][c:8]2[n:9][n:10](-[c:20]3[cH:21][cH:22][c:23]([C:26]([F:27])([F:28])[F:29])[cH:24][cH:25]3)[cH:11][c:12]2[CH:13]=[CH:14][CH2:15][OH:16])[cH:30][cH:31][c:32]1[O:33][CH2:34][c:35]1[n:36][c:37](-[c:41]2[cH:42][cH:43][cH:44][cH:45][cH:46]2)[o:38][c:39]1[CH3:40]. Starting materials: NC1=C(C(=NN1)C)C=1SC2=C(N1)C=CC(=C2)S(=O)(=O)Cl (2-(5-amino-3-methyl-1H-pyrazol-4-yl)-benzothiazole-6-sulfonyl chloride), C(CC1=CC=CC=C1)N (phenethylamine), CN1CCOCC1 (NMM). The solvent is CO (methanol). Product: C(CC1=CC=CC=C1)NS(=O)(=O)C1=CC2=C(N=C(S2)C=2C(=NNC2N)C)C=C1 (2-(5-Amino-3-methyl-1H-pyrazol-4-yl)-benzothiazole-6-sulfonic acid phenethylamide). Isolated yield 7.3%. Reaction SMILES: [NH2:1][C:2]1[NH:6][N:5]=[C:4]([CH3:7])[C:3]=1[C:8]1[S:9][C:10]2[CH:16]=[C:15]([S:17](Cl)(=[O:19])=[O:18])[CH:14]=[CH:13][C:11]=2[N:12]=1.[CH2:21]([NH2:29])[CH2:22][C:23]1[CH:28]=[CH:27][CH:26]=[CH:25][CH:24]=1.CN1CCOCC1>CO>[CH2:21]([NH:29][S:17]([C:15]1[CH:14]=[CH:13][C:11]2[N:12]=[C:8]([C:3]3[C:4]([CH3:7])=[N:5][NH:6][C:2]=3[NH2:1])[S:9][C:10]=2[CH:16]=1)(=[O:19])=[O:18])[CH2:22][C:23]1[CH:28]=[CH:27][CH:26]=[CH:25][CH:24]=1. Reported procedure: the title compound (9 mg) was prepared from crude 2-(5-amino-3-methyl-1H-pyrazol-4-yl)-benzothiazole-6-sulfonyl chloride (100 mg, 0.30 mmol), phenethylamine (76 μL, 0.60 mmol) and PS-NMM (0.320 g, 0.60 mmol) in 5 mL of methanol. MS (m/z, ES+): 414.5 (M+1, 100%). Yield=7%. Starting materials: CNc1ccccc1[N+](=O)[O-], CCOC(C)=O, CN(C)C=O, Clc1nccnc1Cl, [H-], [Na+]. Product: CN(c1ccccc1[N+](=O)[O-])c1nccnc1Cl. As a reaction SMILES: [CH3:1][NH:2][c:3]1[c:4]([N+:9](=[O:10])[O-:11])[cH:5][cH:6][cH:7][cH:8]1.[CH3:22][CH2:23][O:24][C:25](=[O:26])[CH3:27].[CH3:28][N:29]([CH3:30])[CH:31]=[O:32].[Cl:14][c:15]1[n:16][cH:17][cH:18][n:19][c:20]1[Cl:21].[H-:12].[Na+:13]>>[CH3:1][N:2]([c:3]1[c:4]([N+:9](=[O:10])[O-:11])[cH:5][cH:6][cH:7][cH:8]1)[c:20]1[c:15]([Cl:14])[n:16][cH:17][cH:18][n:19]1. Reactants: NC=1N(OC(C1)=O)C (3-amino-2-methyl-5(2H)-isoxazolone), C(C)(=O)OCCCC(=O)OCC (ethyl 4-(acetyloxy)butanoate), BrC=1C=C(C=O)C=CC1F (3-bromo-4-fluorobenzaldehyde). Run in C(C)O (ethyl alcohol). Run at temperature 80 celsius. Yields the product C(C)(=O)OCC1=C(C(C2=C(N1)N(OC2=O)C)C2=CC(=C(C=C2)F)Br)C(=O)OCC (ethyl 6-[(acetyloxy)methyl]-4-(3-bromo-4-fluorophenyl)-1-methyl-3-oxo-1,3,4,7-tetrahydroisoxazolo[3,4-b]pyridine-5-carboxylate). Isolated yield 28.4%. RXN SMILES: [NH2:1][C:2]1[N:3]([CH3:8])[O:4][C:5](=[O:7])[CH:6]=1.[C:9]([O:12][CH2:13][CH2:14][CH2:15][C:16]([O:18][CH2:19][CH3:20])=[O:17])(=[O:11])[CH3:10].[Br:21][C:22]1[CH:23]=[C:24]([CH:27]=[CH:28][C:29]=1[F:30])[CH:25]=O>C(O)C>[C:9]([O:12][CH2:13][C:14]1[NH:1][C:2]2[N:3]([CH3:8])[O:4][C:5](=[O:7])[C:6]=2[CH:25]([C:24]2[CH:27]=[CH:28][C:29]([F:30])=[C:22]([Br:21])[CH:23]=2)[C:15]=1[C:16]([O:18][CH2:19][CH3:20])=[O:17])(=[O:11])[CH3:10]. Procedure: The product from Example 45A (0.17 g, 1.5 mmol), ethyl 4-(acetyloxy)butanoate (0.28 g, 1.5 mmol), prepared as described in (Husband, et al., Tetrahedron (1995) 51(3), 865), and 3-bromo-4-fluorobenzaldehyde (0.3 g, 1.5 mmol) in ethyl alcohol (4 mL) were heated at 80° C. for 24 hours in a sealed tube. The reaction mixture was evaporated under reduced pressure and the residue chromatographed on silica gel eluting with 5% ethanol/methylene chloride to provide the title compound (0.2 g). 1H NMR (300 ... Starting materials: [Br-].C(CC(C)C)[P+](C1=CC=CC=C1)(C1=CC=CC=C1)C1=CC=CC=C1 (isoamyltriphenylphosphonium bromide), CC(C)([O-])C.[K+] (potassium t-butoxide), FC=1C=C(C=CC1F)N1N=CC(=C(C1=O)CCC=O)C1=CC=C(C=C1)S(=O)(=O)C (2-(3,4-difluorophenyl)-4-(2-formylethyl)-5-[4-(methylsulfonyl)phenyl]-3(2H)-pyridazinone). Solvent: C1(=CC=CC=C1)C (toluene). Product: FC=1C=C(C=CC1F)N1N=CC(=C(C1=O)CCC=CCC(C)C)C1=CC=C(C=C1)S(=O)(=O)C (2-(3,4-Difluorophenyl)-4-(6-methyl-3-heptenyl)-5-[4-(methylsulfonyl)phenyl]-3(2H)-pyridazinone). Reaction SMILES: [Br-].[CH2:2]([P+](C1C=CC=CC=1)(C1C=CC=CC=1)C1C=CC=CC=1)[CH2:3][CH:4]([CH3:6])[CH3:5].CC(C)([O-])C.[K+].[F:32][C:33]1[CH:34]=[C:35]([N:40]2[C:45](=[O:46])[C:44]([CH2:47][CH2:48][CH:49]=O)=[C:43]([C:51]3[CH:56]=[CH:55][C:54]([S:57]([CH3:60])(=[O:59])=[O:58])=[CH:53][CH:52]=3)[CH:42]=[N:41]2)[CH:36]=[CH:37][C:38]=1[F:39]>C1(C)C=CC=CC=1>[F:32][C:33]1[CH:34]=[C:35]([N:40]2[C:45](=[O:46])[C:44]([CH2:47][CH2:48][CH:49]=[CH:2][CH2:3][CH:4]([CH3:6])[CH3:5])=[C:43]([C:51]3[CH:56]=[CH:55][C:54]([S:57]([CH3:60])(=[O:58])=[O:59])=[CH:53][CH:52]=3)[CH:42]=[N:41]2)[CH:36]=[CH:37][C:38]=1[F:39] |f:0.1,2.3|. Reported procedure: A mixture of isoamyltriphenylphosphonium bromide (414 mg, 1 mmol) and potassium t-butoxide (112 mg, 1 mmol) in toluene (25 mL) was refluxed for 30 minutes and then cooled to room temperature. The crude aldehyde was added and the mixture was refluxed for 14 hours. The reaction mixture was then cooled to room temperature and concentrated in vacuo. The residue was dissolved in ethyl acetate and was washed with water, 10% citric acid, brine, dried over MgSO4 and concentrated in vacuo. Purification b... Starting materials: O (Water), C(C1=CC=CC=C1)O[C@H]1[C@H]([C@H]([C@H]2O[C@@H]1CO2)OC)O (1,6-Anhydro-4-O-benzyl-2-O-methyl-β-D-allopyranose), CI (Methyl iodide), [OH-].[K+] (potassium hydroxide). The solvent is CS(=O)C (dimethylsulphoxide). Run at time 8 hour. Product: C(C1=CC=CC=C1)O[C@H]1[C@H]([C@H]([C@H]2O[C@@H]1CO2)OC)OC (1,6-Anhydro-4-O-benzyl-2,3-di-O-methyl-β-D-allopyranose). The yield is 51.4%. Reaction SMILES: [CH2:1]([O:8][C@@H:9]1[C@H:14]2[CH2:15][O:16][C@H:12]([O:13]2)[C@H:11]([O:17][CH3:18])[C@@H:10]1[OH:19])[C:2]1[CH:7]=[CH:6][CH:5]=[CH:4][CH:3]=1.[OH-].[K+].[CH3:22]I.O>CS(C)=O>[CH2:1]([O:8][C@@H:9]1[C@H:14]2[CH2:15][O:16][C@H:12]([O:13]2)[C@H:11]([O:17][CH3:18])[C@@H:10]1[O:19][CH3:22])[C:2]1[CH:7]=[CH:6][CH:5]=[CH:4][CH:3]=1 |f:1.2|. Procedure: 1,6-Anhydro-4-O-benzyl-2-O-methyl-β-D-allopyranose (0.135 g) (see Example 29) was dissolved in dimethylsulphoxide (0.5 ml) and stirred with powdered potassium hydroxide (0.118 g). Methyl iodide (0.568 g) was added in two portions, and the reaction mixture was left overnight at room temperature. Water (10 ml) was added and the mixture was extracted with chloroform (3×10 ml). The combined extracts were washed with brine, filtered through Whatman 1PS paper, and evaporated to a red oil. This was sub... Reactants: CO, NCCS, O=C1OC(=O)C2CCCCC12. Product: O=C(O)C1CCCCC1C(=O)NCCS. RXN SMILES: [CH3:16][OH:17].[NH2:1][CH2:2][CH2:3][SH:4].[O:5]=[C:6]1[O:7][C:8](=[O:9])[CH:10]2[CH2:11][CH2:12][CH2:13][CH2:14][CH:15]12>>[NH:1]([CH2:2][CH2:3][SH:4])[C:8](=[O:9])[CH:10]1[CH2:11][CH2:12][CH2:13][CH2:14][CH:15]1[C:6](=[O:5])[OH:7]. RXN SMILES: C(OC([O:8][NH:9][C:10]([C:12]1[CH:13]=[N:14][C:15]([N:18]2[CH2:23][CH:22]3[CH:20]([CH:21]3[N:24]([CH2:36][CH2:37][N:38]([CH2:41][CH3:42])[CH2:39][CH3:40])[CH2:25][C:26]3[CH:35]=[CH:34][C:33]4[C:28](=[CH:29][CH:30]=[CH:31][CH:32]=4)[CH:27]=3)[CH2:19]2)=[N:16][CH:17]=1)=[O:11])C)C(C)C.Cl.O1CCOCC1>C(Cl)Cl>[OH:8][NH:9][C:10]([C:12]1[CH:13]=[N:14][C:15]([N:18]2[CH2:19][CH:20]3[CH:22]([CH:21]3[N:24]([CH2:36][CH2:37][N:38]([CH2:41][CH3:42])[CH2:39][CH3:40])[CH2:25][C:26]3[CH:35]=[CH:34][C:33]4[C:28](=[CH:29][CH:30]=[CH:31][CH:32]=4)[CH:27]=3)[CH2:23]2)=[N:16][CH:17]=1)=[O:11]. Reactants: Cl (HCl), O1CCOCC1 (dioxane), C(C(C)C)OC(C)ONC(=O)C=1C=NC(=NC1)N1CC2C(C2C1)N(CC1=CC2=CC=CC=C2C=C1)CCN(CC)CC (N-(1-Isobutoxyethoxy) 2-{6-[(2-diethylaminoethyl)naphthalen-2-ylmethylamino]-3-azabicyclo[3.1.0]hex-3-yl}pyrimidine-5-carboxamide). The product is ONC(=O)C=1C=NC(=NC1)N1CC2C(C2C1)N(CC1=CC2=CC=CC=C2C=C1)CCN(CC)CC (N-Hydroxy 2-{6-[(2-diethylaminoethyl)naphthalen-2-ylmethylamino]-3-aza bicyclo[3.1.0]hex-3-yl}pyrimidine-5-carboxamide). Isolated yield 56.2%. Procedure: N-(1-Isobutoxyethoxy) 2-{6-[(2-diethylaminoethyl)naphthalen-2-ylmethylamino]-3-azabicyclo[3.1.0]hex-3-yl}pyrimidine-5-carboxamide (18 mg, 0.03 mmol) was dissolved in dry DCM (3 ml) and treated with 4M HCl in dioxane (0.015 ml, 0.06 mmol). A white precipitate immediately formed. This was filtered and washed with DCM to give the title compound as a white solid (8 mg, 57%). LCMS purity 98%, m/z 475 [M+H]+, 1H NMR (300 MHz, CD3OD) δ: 1.39 (6H, t, J=7.2 Hz), 2.26 (2H, br s), 2.77 (1H, s), 3.37 (4H, m... Solvent: C(Cl)Cl (DCM). Run at temperature -78 celsius, time 3 hour. Yields the product ClC1=C(C(=CC=C1)F)SC (2-chloro-6-fluorothioanisole). The reactants are FC=1C=C(C=CC1)Cl (3-fluorochlorobenzene), CSSC (dimethyl disulphide). As a reaction SMILES: [F:1][C:2]1[CH:3]=[C:4]([Cl:8])[CH:5]=[CH:6][CH:7]=1.[CH3:9][S:10]SC>CCCCCC.O1CCCC1>[Cl:8][C:4]1[CH:5]=[CH:6][CH:7]=[C:2]([F:1])[C:3]=1[S:10][CH3:9]. Procedure details: n-Butylithium (2.5M in hexane, 129 ml) was added to a solution of 3-fluorochlorobenzene (35 g) in dry tetrahydrofuran while maintaining the temperature below -70° C. The mixture was stirred at -78° C. for 3 hours and dimethyl disulphide (60.65 g) was added. The mixture was allowed to warm to room temperature and stirred overnight. The mixture was evaporated to dryness and the residue was suspended in ether and washed with water, dried (MgSO4) and filtered. The filtrate was evaporated to dryness ... Solvent: CCCCCC (hexane), O1CCCC1 (tetrahydrofuran). The yield is 126.7%.